This data is from the Open Reaction Database (ORD), a public repository of structured organic reaction records. The task is: describe an organic reaction: reactants, conditions, products, and yield The reactants are O=C1C2=C(OCC3=C1C=CC=C3)C=CC(=C2)CC(=O)O (6,11-dihydro-11-oxodibenz[b,e]oxepin-2-acetic acid), O (water), [OH-].[Na+] (sodium hydroxide), [BH4-].[Na+] (sodium borohydride). Run in C(C)(=O)O (acetic acid). Conditions: temperature 0 celsius, time 4 hour. The product is OC1C2=C(OCC3=C1C=CC=C3)C=CC(=C2)CC(=O)O (6,11-dihydro-11-hydroxydibenz[b,e]oxepin-2-acetic acid). RXN SMILES: [O:1]=[C:2]1[C:8]2[CH:9]=[CH:10][CH:11]=[CH:12][C:7]=2[CH2:6][O:5][C:4]2[CH:13]=[CH:14][C:15]([CH2:17][C:18]([OH:20])=[O:19])=[CH:16][C:3]1=2.[OH-].[Na+].[BH4-].[Na+].O>C(O)(=O)C>[OH:1][CH:2]1[C:8]2[CH:9]=[CH:10][CH:11]=[CH:12][C:7]=2[CH2:6][O:5][C:4]2[CH:13]=[CH:14][C:15]([CH2:17][C:18]([OH:20])=[O:19])=[CH:16][C:3]1=2 |f:1.2,3.4|. Reported procedure: A solution of 5.0 g. of 6,11-dihydro-11-oxodibenz[b,e]oxepin-2-acetic acid in 16 ml. of 5% sodium hydroxide is added dropwise to a cold solution of 1.36 g. of sodium borohydride in 40 ml. of water. The reaction mixture is stirred at 0° C. for 4 hours, poured onto ice, and acidified with glacial acetic acid. The precipitate is filtered and washed with water to provide colorless crystals, m.p. 132°-133.5° C. of 6,11-dihydro-11-hydroxydibenz[b,e]oxepin-2-acetic acid. Starting materials: Brc1ccccc1, COc1ccc2c(c1)CCCC2=O, CC(C)(C)[O-], Cc1ccccc1, [Cl-], [K+], [NH4+], CC(=O)[O-], CC(=O)[O-], [Pd+2]. Yields the product COc1ccc2c(c1)CCC(c1ccccc1)C2=O. RXN SMILES: [Br:7][c:8]1[cH:9][cH:10][cH:11][cH:12][cH:13]1.[CH3:14][O:15][c:16]1[cH:17][c:18]2[c:23]([cH:24][cH:25]1)[C:22](=[O:26])[CH2:21][CH2:20][CH2:19]2.[CH3:1][C:2]([CH3:3])([O-:4])[CH3:5].[CH3:29][c:30]1[cH:31][cH:32][cH:33][cH:34][cH:35]1.[Cl-:27].[K+:6].[NH4+:28].[O-:37][C:38]([CH3:39])=[O:40].[O-:41][C:42]([CH3:43])=[O:44].[Pd+2:36]>>[c:8]1([CH:21]2[CH2:20][CH2:19][c:18]3[cH:17][c:16]([O:15][CH3:14])[cH:25][cH:24][c:23]3[C:22]2=[O:26])[cH:9][cH:10][cH:11][cH:12][cH:13]1. Reactants: ClC=1N=C(C2=CC=CC=C2C1)N1CCN(CC1)CC (3-Chloro-1-(4-ethylpiperazin-1-yl)isoquinoline), 4-(1,3,2-dioxaborynan-2-yl)-1-(1,3-dioxolan-2-yl)benzene, C([O-])([O-])=O.[Cs+].[Cs+] (cesium carbonate). Reagents/catalysts: C=1C=CC(=CC1)[P](C=2C=CC=CC2)(C=3C=CC=CC3)[Pd]([P](C=4C=CC=CC4)(C=5C=CC=CC5)C=6C=CC=CC6)([P](C=7C=CC=CC7)(C=8C=CC=CC8)C=9C=CC=CC9)[P](C=1C=CC=CC1)(C=1C=CC=CC1)C=1C=CC=CC1 (tetrakistriphenylphosphinepalladium). Run in CN(C=O)C (dimethylformamide). Yields the product Cl.C(C)N1CCN(CC1)C1=NC(=CC2=CC=CC=C12)C1=CC=C(C=C1)CO (1-(4-ethylpiperazin-1-yl)-3-(4-hydroxymethylphenyl)isoquinoline hydrochloride). Isolated yield 191.3%. As a reaction SMILES: [Cl:1][C:2]1[N:3]=[C:4]([N:12]2[CH2:17][CH2:16][N:15]([CH2:18][CH3:19])[CH2:14][CH2:13]2)[C:5]2[C:10]([CH:11]=1)=[CH:9][CH:8]=[CH:7][CH:6]=2.[C:20](=[O:23])([O-])[O-].[Cs+].[Cs+]>CN(C)C=O.C1C=CC([P]([Pd]([P](C2C=CC=CC=2)(C2C=CC=CC=2)C2C=CC=CC=2)([P](C2C=CC=CC=2)(C2C=CC=CC=2)C2C=CC=CC=2)[P](C2C=CC=CC=2)(C2C=CC=CC=2)C2C=CC=CC=2)(C2C=CC=CC=2)C2C=CC=CC=2)=CC=1>[ClH:1].[CH2:18]([N:15]1[CH2:16][CH2:17][N:12]([C:4]2[C:5]3[C:10](=[CH:9][CH:8]=[CH:7][CH:6]=3)[CH:11]=[C:2]([C:5]3[CH:10]=[CH:9][C:8]([CH2:20][OH:23])=[CH:7][CH:6]=3)[N:3]=2)[CH2:13][CH2:14]1)[CH3:19] |f:1.2.3,6.7,^1:34,36,55,74|. Reported procedure: 3-Chloro-1-(4-ethylpiperazin-1-yl)isoquinoline (3.5 g) and 4-(1,3,2-dioxaborynan-2-yl)-1-(1,3-dioxolan-2-yl)benzene (5.0 g) were reacted in dimethylformamide (50 ml), in the presence of cesium carbonate (7.3 g) and tetrakistriphenylphosphinepalladium (0.3 g) at 80° C. in a nitrogen stream for 12 hr. The reaction solution was evaporated, and then partitioned between ethyl acetate and water. The resulting organic layer was washed with water, dried and evaporated. The resulting residue was purified...